The task is: describe an organic reaction: reactants, conditions, products, and yield. This data is from the Open Reaction Database (ORD), a public repository of structured organic reaction records. Starting materials: C(=O)([O-])[O-].[Cs+].[Cs+] (Cs2CO3), ClC=1C=C(C=CC1C(C(C(F)(F)F)(O)C1=CC(=NC=C1)Cl)C)O (3-Chloro-4-[2-(2-chloro-pyridin-4-yl)-3,3,3-trifluoro-2-hydroxy-1-methyl-propyl]-phenol), FC=1C=C(C#N)C=CC1F (3,4-Difluorobenzonitrile). Run in CN(C)C=O (DMF). Reaction conditions: temperature 120 celsius. The product is ClC=1C=C(OC2=C(C=C(C#N)C=C2)F)C=CC1C(C(C(F)(F)F)(O)C1=CC(=NC=C1)Cl)C (4-{3-Chloro-4-[2-(2-chloro-pyridin-4-yl)-3,3,3-trifluoro-2-hydroxy-1-methyl-propyl]-phenoxy}-3-fluoro-benzonitrile). RXN SMILES: [F:1][C:2]1[CH:3]=[C:4]([CH:7]=[CH:8][C:9]=1F)[C:5]#[N:6].C([O-])([O-])=O.[Cs+].[Cs+].[Cl:17][C:18]1[CH:19]=[C:20]([OH:39])[CH:21]=[CH:22][C:23]=1[CH:24]([CH3:38])[C:25]([C:31]1[CH:36]=[CH:35][N:34]=[C:33]([Cl:37])[CH:32]=1)([OH:30])[C:26]([F:29])([F:28])[F:27]>CN(C=O)C>[Cl:17][C:18]1[CH:19]=[C:20]([CH:21]=[CH:22][C:23]=1[CH:24]([CH3:38])[C:25]([C:31]1[CH:36]=[CH:35][N:34]=[C:33]([Cl:37])[CH:32]=1)([OH:30])[C:26]([F:29])([F:28])[F:27])[O:39][C:9]1[CH:8]=[CH:7][C:4]([C:5]#[N:6])=[CH:3][C:2]=1[F:1] |f:1.2.3|. Procedure details: 3,4-Difluorobenzonitrile (CAS Reg. No. 64248-62-0, 23 mg) and Cs2CO3 (13 mg) were added to a solution of 3-chloro-4-[2-(2-chloro-pyridin-4-yl)-3,3,3-trifluoro-2-hydroxy-1-methyl-propyl]-phenol (Example 19 step 5, 50 mg) in DMF (1 ml). The mixture was heated to 120° C. for 30 min in a microwave oven. The mixture was purified by prep. HPLC (C18-column, solvent gradient 30-98% CH3CN in 0.1% HCOOH[aq]) to give the title compound (43 mg) as a white foam. MS (m/e)=485.2 [M+H+]. The reactants are C(C1=CC=CC=C1)N1C=C(C2=CC(=CC=C12)OCC1=CC=CC=C1)C=O (N-benzyl-5-benzyloxy-3-formylindole), [Br-].C1(=CC=CC=C1)[PH+](C1=CC=CC=C1)C1=CC=CC=C1.C(C)#N (acetonitrile triphenylphosphonium bromide). The product is C(C1=CC=CC=C1)N1C=C(C2=CC(=CC=C12)OCC1=CC=CC=C1)C=CC#N (N-benzyl-5-benzyloxy-3-(2-cyanovinyl)indole). As a reaction SMILES: [CH2:1]([N:8]1[C:16]2[C:11](=[CH:12][C:13]([O:17][CH2:18][C:19]3[CH:24]=[CH:23][CH:22]=[CH:21][CH:20]=3)=[CH:14][CH:15]=2)[C:10]([CH:25]=O)=[CH:9]1)[C:2]1[CH:7]=[CH:6][CH:5]=[CH:4][CH:3]=1.[Br-].C1([PH+](C2C=CC=CC=2)C2C=CC=CC=2)C=CC=CC=1.[C:47](#[N:49])[CH3:48]>>[CH2:1]([N:8]1[C:16]2[C:11](=[CH:12][C:13]([O:17][CH2:18][C:19]3[CH:24]=[CH:23][CH:22]=[CH:21][CH:20]=3)=[CH:14][CH:15]=2)[C:10]([CH:25]=[CH:48][C:47]#[N:49])=[CH:9]1)[C:2]1[CH:7]=[CH:6][CH:5]=[CH:4][CH:3]=1 |f:1.2.3|. Reported procedure: Following the procedure of Example 55, N-benzyl-5-benzyloxy-3-formylindole is treated with acetonitrile triphenylphosphonium bromide to give N-benzyl-5-benzyloxy-3-(2-cyanovinyl)indole. The reactants are CC1=NN2C(NCCC2)=C1C#N (4,5,6,7-tetrahydro-2-methylpyrazolo[1,5-a]pyrimidine-3-carbonitrile), [OH-].[NH4+] (ammonium hydroxide). The solvent is S(O)(O)(=O)=O (sulfuric acid). Reaction conditions: time 6 hour. Yields the product CC1=NN2C(NCCC2)=C1C(=O)N (4,5,6,7-Tetrahydro-2-methylpyrazolo[1,5-a]pyrimidine-3-carboxamide). RXN SMILES: [CH3:1][C:2]1[C:10]([C:11]#[N:12])=[C:5]2[NH:6][CH2:7][CH2:8][CH2:9][N:4]2[N:3]=1.[OH-:13].[NH4+]>S(=O)(=O)(O)O>[CH3:1][C:2]1[C:10]([C:11]([NH2:12])=[O:13])=[C:5]2[NH:6][CH2:7][CH2:8][CH2:9][N:4]2[N:3]=1 |f:1.2|. Procedure details: A 1.0 g portion of 4,5,6,7-tetrahydro-2-methylpyrazolo[1,5-a]pyrimidine-3-carbonitrile was dissolved with stirring in 5.0 ml of concentrated sulfuric acid. The mixture was stirred for 6 hours at room temperature then poured onto ice. This mixture was made basic with concentrated ammonium hydroxide and then was filtered to give the product of the example as a colorless solid, mp 234°-236° C. Starting materials: O=C(O)C(F)(F)F, CC(C)(C)OC(=O)N1CCC(Nc2nc(Nc3ccc4cn[nH]c4c3)nc3[nH]ccc23)CC1. Product: c1cc2c(NC3CCNCC3)nc(Nc3ccc4cn[nH]c4c3)nc2[nH]1. Reaction SMILES: [F:34][C:35]([F:36])([F:37])[C:38]([OH:39])=[O:40].[nH:1]1[n:2][cH:3][c:4]2[cH:5][cH:6][c:7]([NH:10][c:11]3[n:12][c:13]([NH:20][CH:21]4[CH2:22][CH2:23][N:24]([C:27]([O:28][C:29]([CH3:30])([CH3:31])[CH3:32])=[O:33])[CH2:25][CH2:26]4)[c:14]4[c:15]([n:16]3)[nH:17][cH:18][cH:19]4)[cH:8][c:9]12>>[nH:1]1[n:2][cH:3][c:4]2[cH:5][cH:6][c:7]([NH:10][c:11]3[n:12][c:13]([NH:20][CH:21]4[CH2:22][CH2:23][NH:24][CH2:25][CH2:26]4)[c:14]4[c:15]([n:16]3)[nH:17][cH:18][cH:19]4)[cH:8][c:9]12. The reactants are CN(CCN(C(C=CC1=CC(=C(C=C1)O)OC)=O)[C@@H]1CC[C@@H](CC1)C)C (N-(2-dimethylaminoethyl)-N-(cis-4-methylcyclohexyl)-4-hydroxy-3-methoxycinnamamide). Reagents/catalysts: [C].[Pd] (palladium-carbon). Solvent: CO (methanol). Yields the product CN(CCN(C(CCC1=CC(=C(C=C1)O)OC)=O)[C@@H]1CC[C@@H](CC1)C)C (N-(2-dimethylaminoethyl)-N-(cis-4-methylcyclohexyl)-3-(4-hydroxy-3-methoxyphenyl)propionamide). The yield is 90.5%. RXN SMILES: [CH3:1][N:2]([CH3:26])[CH2:3][CH2:4][N:5]([C@H:19]1[CH2:24][CH2:23][C@@H:22]([CH3:25])[CH2:21][CH2:20]1)[C:6](=[O:18])[CH:7]=[CH:8][C:9]1[CH:14]=[CH:13][C:12]([OH:15])=[C:11]([O:16][CH3:17])[CH:10]=1>CO.[C].[Pd]>[CH3:26][N:2]([CH3:1])[CH2:3][CH2:4][N:5]([C@H:19]1[CH2:24][CH2:23][C@@H:22]([CH3:25])[CH2:21][CH2:20]1)[C:6](=[O:18])[CH2:7][CH2:8][C:9]1[CH:14]=[CH:13][C:12]([OH:15])=[C:11]([O:16][CH3:17])[CH:10]=1 |f:2.3|. Procedure: Using a solution of 1 g of N-(2-dimethylaminoethyl)-N-(cis-4-methylcyclohexyl)-4-hydroxy-3-methoxycinnamamide (Example 111) in 60 ml of methanol, and 0.05 g of 10% palladium-carbon, a reaction similar to that conducted in Example 76 was carried out. As a result, 0.91 g of N-(2-dimethylaminoethyl)-N-(cis-4-methylcyclohexyl)-3-(4-hydroxy-3-methoxyphenyl)propionamide (a compound of the present invention) was obtained as a colorless oil, which had the following physiochemical properties: